Dataset: the Open Reaction Database (ORD), a public repository of structured organic reaction records. Task: describe an organic reaction: reactants, conditions, products, and yield Starting materials: Cc1c(N2CC3C(CS(=O)(=O)[O-])CCN3C2=O)ccc(C#N)c1Cl, [N-]=[N+]=[N-], [Na+], CN(C)C=O. Product: Cc1c(N2CC3C(N=[N+]=[N-])CCN3C2=O)ccc(C#N)c1Cl. As a reaction SMILES: [Cl:1][c:2]1[c:3]([CH3:24])[c:4]([N:10]2[C:11](=[O:23])[N:12]3[CH:13]([CH2:14]2)[CH:15]([CH2:18][S:19]([O-:20])(=[O:21])=[O:22])[CH2:16][CH2:17]3)[cH:5][cH:6][c:7]1[C:8]#[N:9].[N-:26]=[N+:27]=[N-:28].[Na+:25].[O:29]=[CH:30][N:31]([CH3:32])[CH3:33]>>[Cl:1][c:2]1[c:3]([CH3:24])[c:4]([N:10]2[C:11](=[O:23])[N:12]3[CH:13]([CH2:14]2)[CH:15]([N:26]=[N+:27]=[N-:28])[CH2:16][CH2:17]3)[cH:5][cH:6][c:7]1[C:8]#[N:9].